Dataset: the Open Reaction Database (ORD), a public repository of structured organic reaction records. Task: describe an organic reaction: reactants, conditions, products, and yield Product: N[C@H](CC(=O)N(C)C)CSC1=CC=CC=C1 ((3R)-3-amino-N,N-dimethyl-4-(phenylsulfanyl)butanamide). The reactants are CN(C(C[C@H](CSC1=CC=CC=C1)NC(OCC1=CC=CC=C1)=O)=O)C (benzyl (1R)-3-(dimethylamino)-3-oxo-1-((phenylsulfanyl)methyl)propylcarbamate). Solvent: Br.C(C)(=O)O (HBr acetic acid). Reported procedure: A suspension of EXAMPLE 1K (10.60 g, 28.46 mmol) in 50 mL 30% HBr/acetic acid was stirred at room temperature overnight. The resulting homogeneous reaction mixture was concentrated, diluted with water (200 mL) and 5% HCl (100 mL), and washed with diethyl ether (3×). The aqueous phase was adjusted to pH ˜8-9 with solid Na2CO3 and extracted with dichloromethane (5×). The combined organic phases were dried (MgSO4), filtered, and concentrated to give the desired product (6.54 g, 96%). MS (CI) m/e 23... As a reaction SMILES: [CH3:1][N:2]([CH3:26])[C:3](=[O:25])[CH2:4][C@@H:5]([NH:14]C(=O)OCC1C=CC=CC=1)[CH2:6][S:7][C:8]1[CH:13]=[CH:12][CH:11]=[CH:10][CH:9]=1>Br.C(O)(=O)C>[NH2:14][C@@H:5]([CH2:6][S:7][C:8]1[CH:9]=[CH:10][CH:11]=[CH:12][CH:13]=1)[CH2:4][C:3]([N:2]([CH3:1])[CH3:26])=[O:25] |f:1.2|. Isolated yield 96.4%. The reactants are C[Li] (methyllithium), C(C)(=O)C1=CC2=C(OCO2)C=C1 (5-acetyl-1,3-benzodioxole), O (Water). The solvent is O1CCCC1 (tetrahydrofuran), O1CCCC1 (tetrahydrofuran). Run at temperature -20 celsius, time 1 hour. Yields the product O1COC2=C1C=CC(=C2)C(C)(C)O (2-(1,3-Benzodioxol-5-yl)-2-propanol). RXN SMILES: [CH3:1][Li].[C:3]([C:6]1[CH:14]=[CH:13][C:9]2[O:10][CH2:11][O:12][C:8]=2[CH:7]=1)(=[O:5])[CH3:4].O>O1CCCC1>[O:10]1[C:9]2[CH:13]=[CH:14][C:6]([C:3]([OH:5])([CH3:1])[CH3:4])=[CH:7][C:8]=2[O:12][CH2:11]1. Procedure details: About 600 ml of 1.5M methyllithium (solution in ether) was added to 500 ml of tetrahydrofuran. A suspension of 93.45 g of 5-acetyl-1,3-benzodioxole in 900 ml of tetrahydrofuran was added thereto under cooling at -20° C. The mixture was stirred under these conditions for 1 h. Water was added to the reaction mixture. The product was extracted with ethyl acetate, washed with a saturated aqueous common salt solution and dried over anhydrous magnesium sulfate. After filtration, the filtrate was conce...